describe an organic reaction: reactants, conditions, products, and yield From a dataset of the Open Reaction Database (ORD), a public repository of structured organic reaction records. The reactants are CS(=O)(=O)Cl, ClCCl, CCn1cnc2c(Nc3ccc(N)cc3)nc(NC3CCC(O)CC3)nc21. The product is CCn1cnc2c(Nc3ccc(NS(C)(=O)=O)cc3)nc(NC3CCC(O)CC3)nc21. Reaction SMILES: [CH3:28][S:29]([Cl:30])(=[O:31])=[O:32].[Cl:33][CH2:34][Cl:35].[NH2:1][c:2]1[cH:3][cH:4][c:5]([NH:8][c:9]2[c:10]3[n:11][cH:12][n:13]([CH2:26][CH3:27])[c:14]3[n:15][c:16]([NH:18][CH:19]3[CH2:20][CH2:21][CH:22]([OH:25])[CH2:23][CH2:24]3)[n:17]2)[cH:6][cH:7]1>>[NH:1]([c:2]1[cH:3][cH:4][c:5]([NH:8][c:9]2[c:10]3[n:11][cH:12][n:13]([CH2:26][CH3:27])[c:14]3[n:15][c:16]([NH:18][CH:19]3[CH2:20][CH2:21][CH:22]([OH:25])[CH2:23][CH2:24]3)[n:17]2)[cH:6][cH:7]1)[S:29]([CH3:28])(=[O:31])=[O:32]. The reactants are CN(C)C(=O)c1cc(O)cc(Br)c1, O=C([O-])[O-], CCOC(=O)CCCOc1cccc(CCCCCCBr)c1CCC(=O)OCC, CN(C)C=O, CC(C)=O, Cl, [K+], [K+], O. The product is CCOC(=O)CCCOc1cccc(CCCCCCOc2cc(Br)cc(C(=O)N(C)C)c2)c1CCC(=O)OCC. Reaction SMILES: [Br:30][c:31]1[cH:32][c:33]([C:34](=[O:35])[N:36]([CH3:37])[CH3:38])[cH:39][c:40]([OH:42])[cH:41]1.[C:43](=[O:44])([O-:45])[O-:46].[CH2:1]([CH3:2])[O:3][C:4]([CH2:5][CH2:6][CH2:7][O:8][c:9]1[c:10]([CH2:22][CH2:23][C:24](=[O:25])[O:26][CH2:27][CH3:28])[c:11]([CH2:15][CH2:16][CH2:17][CH2:18][CH2:19][CH2:20][Br:21])[cH:12][cH:13][cH:14]1)=[O:29].[CH3:49][N:50]([CH3:51])[CH:52]=[O:53].[CH3:54][C:55](=[O:56])[CH3:57].[ClH:59].[K+:47].[K+:48].[OH2:58]>>[CH2:1]([CH3:2])[O:3][C:4]([CH2:5][CH2:6][CH2:7][O:8][c:9]1[c:10]([CH2:22][CH2:23][C:24](=[O:25])[O:26][CH2:27][CH3:28])[c:11]([CH2:15][CH2:16][CH2:17][CH2:18][CH2:19][CH2:20][O:42][c:40]2[cH:39][c:33]([C:34](=[O:35])[N:36]([CH3:37])[CH3:38])[cH:32][c:31]([Br:30])[cH:41]2)[cH:12][cH:13][cH:14]1)=[O:29]. The reactants are O (Water), [OH-].[K+] (KOH), [OH-].[Na+] (NaOH), C(=O)OC1=C(C=CC(=C1)Br)OCC1OC1 (5-bromo-2-(oxiran-2-ylmethoxy)phenyl formate). Solvent: CCOC(=O)C (EtOAc), O1CCOCC1 (dioxane). Product: BrC=1C=CC2=C(OC(CO2)CO)C1 ((7-BROMO-2,3-DIHYDRO-1,4-BENZODIOXIN-2-YL)METHANOL). Yield: 91.4%. RXN SMILES: C([O:3][C:4]1[CH:9]=[C:8]([Br:10])[CH:7]=[CH:6][C:5]=1[O:11][CH2:12][CH:13]1[CH2:15][O:14]1)=O.[OH-].[K+].[OH-].[Na+].O>O1CCOCC1.CCOC(C)=O>[Br:10][C:8]1[CH:7]=[CH:6][C:5]2[O:11][CH2:12][CH:13]([CH2:15][OH:14])[O:3][C:4]=2[CH:9]=1 |f:1.2,3.4|. Procedure details: 5-bromo-2-(oxiran-2-ylmethoxy)phenyl formate (12.6 g, 46.0 mmol) was dissolved in dioxane (50 ml) and KOH (10%)/NaOH (20%) was added. Water and EtOAc was added and the phases were separated. The combined organic phases were washed with brine and dried to give the title compound (10.3 g). MS m/z (rel. intensity, 70 eV) 245 (M+, 96) 244 (M+, bp), 213 (29), 189 (46), 188 (49). Starting materials: ClC1=C2N=CN(C2=NC(=N1)C)C (6-chloro-2,9-dimethylpurine), NC=1C(=NC(=NC1NC)CC)Cl (5-amino-4-chloro-2-ethyl-6-methylaminopyrimidine). Product: ClC1=C2N=CN(C2=NC(=N1)CC)C (6-Chloro-2-ethyl-9-methylpurine). Isolated yield 65.0%. As a reaction SMILES: [Cl:1][C:2]1[N:10]=[C:9]([CH3:11])[N:8]=[C:7]2[C:3]=1[N:4]=[CH:5][N:6]2[CH3:12].N[C:14]1C(Cl)=NC(CC)=NC=1NC>>[Cl:1][C:2]1[N:10]=[C:9]([CH2:11][CH3:14])[N:8]=[C:7]2[C:3]=1[N:4]=[CH:5][N:6]2[CH3:12]. Procedure details: This was prepared in a manner similar to that described in Example 27 for 6-chloro-2,9-dimethylpurine, except that 5-amino-4-chloro-2-ethyl-6-methylaminopyrimidine was used as the starting material, and the final product was purified by chromatography. The title compound was obtained in 65% yield. NMR (CDCl3, δ from TMS): 1.4 (t, CH2CH3), 3.06 (q, CH2CH3), 3.88 (s, NCH3), 8.00 (s, H8). Reactants: Cc1cc(CCCCCCCBr)on1, Oc1ccc(C2=NCCO2)cc1Cl. Product: Cc1cc(CCCCCCCOc2ccc(C3=NCCO3)cc2Cl)on1. As a reaction SMILES: [Br:1][CH2:2][CH2:3][CH2:4][CH2:5][CH2:6][CH2:7][CH2:8][c:9]1[cH:10][c:11]([CH3:14])[n:12][o:13]1.[Cl:15][c:16]1[cH:17][c:18]([C:23]2=[N:27][CH2:26][CH2:25][O:24]2)[cH:19][cH:20][c:21]1[OH:22]>>[CH2:2]([CH2:3][CH2:4][CH2:5][CH2:6][CH2:7][CH2:8][c:9]1[cH:10][c:11]([CH3:14])[n:12][o:13]1)[O:22][c:21]1[c:16]([Cl:15])[cH:17][c:18]([C:23]2=[N:27][CH2:26][CH2:25][O:24]2)[cH:19][cH:20]1. Reactants: C[Si](C)(C)[N-][Si](C)(C)C.[Li+] (lithium bis(trimethylsilyl)amide), solution, C(C)C1OC(C2=C1C=NC=C2)=O (3-ethyl-3H-furo[3,4-c]pyridin-1-one), Cl (HCl), FC=1C=C2CC(NC2=CC1)=O (5-fluoro-1,3-dihydro-indol-2-one). Run in C1CCOC1 (THF), C1CCOC1 (THF), C1CCOC1 (THF). Reaction conditions: time 10 minute. The product is C(C)C1OC(C2=C1C=NC=C2)=C2C(NC1=CC=C(C=C21)F)=O (3-(3-Ethyl-3H -furo[3,4-c]pyridin-1-ylidene )-5-fluoro-1,3-dihydro-indol-2-one). Yield: 58.8%. Reaction SMILES: [F:1][C:2]1[CH:3]=[C:4]2[C:8](=[CH:9][CH:10]=1)[NH:7][C:6](=[O:11])[CH2:5]2.C[Si]([N-][Si](C)(C)C)(C)C.[Li+].[CH2:22]([CH:24]1[C:28]2[CH:29]=[N:30][CH:31]=[CH:32][C:27]=2[C:26](=O)[O:25]1)[CH3:23].Cl>C1COCC1>[CH2:22]([CH:24]1[C:28]2[CH:29]=[N:30][CH:31]=[CH:32][C:27]=2[C:26](=[C:5]2[C:4]3[C:8](=[CH:9][CH:10]=[C:2]([F:1])[CH:3]=3)[NH:7][C:6]2=[O:11])[O:25]1)[CH3:23] |f:1.2|. Procedure details: A solution of 5-fluoro-1,3-dihydro-indol-2-one (936 mg, 6.20 mmol.) in THF (6 mL) is cooled to 0° C. under an argon atmosphere and treated with a solution of lithium bis(trimethylsilyl)amide (12.4 mL of a 1 M solution in THF, 12.4 mmol) dropwise. The resulting solution is stirred at room temperature for 10 min. A solution of 3-ethyl-3H-furo[3,4-c]pyridin-1-one (674 mg, 4.13 mmol) in THF (7 mL) is added dropwise to the reaction mixture. The resulting solution is stirred for 4 h. The reaction mixt... Reactants: C1(CC1)CC(CC=C)OCC=O ([(1-Cyclopropylpent-4-en-2-yl)oxy]acetaldehyde), Cl.NO (hydroxylamine hydrochloride), C(C)(=O)[O-].[Na+] (Sodium acetate). Run in C(C)O (ethanol), O (water). Reaction conditions: temperature 60 celsius, time 15 minute. The product is C1(CC1)CC(CC=C)OC\C=N\O ((1E)-2-[(1-cyclopropylpent-4-en-2-yl)oxy]-N-hydroxyethanimine). Reaction SMILES: [CH:1]1([CH2:4][CH:5]([O:9][CH2:10][CH:11]=O)[CH2:6][CH:7]=[CH2:8])[CH2:3][CH2:2]1.C([O-])(=O)C.[Na+].Cl.[NH2:19][OH:20]>C(O)C.O>[CH:1]1([CH2:4][CH:5]([O:9][CH2:10]/[CH:11]=[N:19]/[OH:20])[CH2:6][CH:7]=[CH2:8])[CH2:3][CH2:2]1 |f:1.2,3.4|. Reported procedure: [(1-Cyclopropylpent-4-en-2-yl)oxy]acetaldehyde (C67) (17 g from the previous step, ≦83 mmol) was dissolved in a 2:1 mixture of ethanol and water (450 mL). Sodium acetate (41 g, 500 mmol) was added; after the reaction mixture had been stirred for 15 minutes, hydroxylamine hydrochloride (98%, 21 g, 300 mmol) was added. The reaction mixture was heated to 60° C. for 24 hours. The reaction mixture was concentrated under reduced pressure to remove ethanol and extracted with dichloromethane (3×140 mL).... Starting materials: C(CCC=C)(=O)O (4-Pentenoic acid), C1(CCCCC1)N=C=NC1CCCCC1 (1,3-Dicyclohexyl carbodiimide), N(=[N+]=[N-])CC1CN2C(CC2O1)=O ((3RS,5RS)-3-Azidomethyl-4-oxa-1-azabicyclo[3.2.0]heptan-7-one). The reagents and catalysts are [Pd] (Palladium on activated carbon). Run in C(C)(=O)OCC (Ethyl acetate). Conditions: time 2 hour. Yields the product C(CCC=C)(=O)NCC1CN2C(CC2O1)=O ((3RS,5RS)-3-[N-(4-Pentenoyl)aminomethyl]-4-oxa-1-azabicyclo[3.2.0]heptan-7-one). Yield: 15.0%. RXN SMILES: [N:1]([CH2:4][CH:5]1[O:11][CH:10]2[N:7]([C:8](=[O:12])[CH2:9]2)[CH2:6]1)=[N+]=[N-].[C:13](O)(=[O:18])[CH2:14][CH2:15][CH:16]=[CH2:17].C1(N=C=NC2CCCCC2)CCCCC1>[Pd].C(OCC)(=O)C>[C:13]([NH:1][CH2:4][CH:5]1[O:11][CH:10]2[N:7]([C:8](=[O:12])[CH2:9]2)[CH2:6]1)(=[O:18])[CH2:14][CH2:15][CH:16]=[CH2:17]. Procedure: 600 mg of (3RS,5RS)-3-Azidomethyl-4-oxa-1-azabicyclo[3.2.0]heptan-7-one was hydrogenated with 1.0 g of 10% Palladium on activated carbon in Ethyl acetate at 50 psi for 1 hr. After removal of catalyst by filtration, 360 mg (3.6 mmol) of 4-Pentenoic acid and 300 mg (1.8 mmol) of 1,3-Dicyclohexyl carbodiimide were added under ice-cooling. The reaction mixture was then stirred at room temperature for 2 hrs. Resulted solid was filtered off and the filtrate was concentrated in vacuo. The residue was p... Starting materials: CO, ClC(Cl)Cl, Cl, Cc1ccncc1N1CCN(c2ccc(F)nc2)C1=O, [Na+], O=C([O-])O. The product is Cc1ccncc1N1CCN(c2ccc(O)nc2)C1=O. Reaction SMILES: [CH3:21][OH:22].[CH:29]([Cl:30])([Cl:31])[Cl:32].[ClH:28].[F:1][c:2]1[cH:3][cH:4][c:5]([N:8]2[C:9](=[O:20])[N:10]([c:13]3[cH:14][n:15][cH:16][cH:17][c:18]3[CH3:19])[CH2:11][CH2:12]2)[cH:6][n:7]1.[Na+:27].[O-:23][C:24]([OH:25])=[O:26]>>[c:2]1([OH:23])[cH:3][cH:4][c:5]([N:8]2[C:9](=[O:20])[N:10]([c:13]3[cH:14][n:15][cH:16][cH:17][c:18]3[CH3:19])[CH2:11][CH2:12]2)[cH:6][n:7]1. Run in O (water), C1CCOC1 (THF), C(C)OCC (diethyl ether). The product is NC1=NC(=C(C(=C1C#N)C1=CC2=C(OCO2)C=C1)C#N)C1CC1 (2-Amino-4-(1,3-benzodioxol-5-yl)-6-cyclopropyl-3,5-dicyanopyridine). As a reaction SMILES: [NH2:1][C:2]1[C:7]([C:8]#[N:9])=[C:6]([C:10]2[CH:18]=[CH:17][C:13]3[O:14][CH2:15][O:16][C:12]=3[CH:11]=2)[C:5]([C:19]#[N:20])=[C:4](SC2C=CC=CC=2)[N:3]=1.[CH:28]1([Mg]Br)[CH2:30][CH2:29]1.Cl.C(=O)([O-])[O-].[Na+].[Na+]>C1COCC1.C(OCC)C.O>[NH2:1][C:2]1[C:7]([C:8]#[N:9])=[C:6]([C:10]2[CH:18]=[CH:17][C:13]3[O:14][CH2:15][O:16][C:12]=3[CH:11]=2)[C:5]([C:19]#[N:20])=[C:4]([CH:28]2[CH2:30][CH2:29]2)[N:3]=1 |f:3.4.5|. Starting materials: NC1=NC(=C(C(=C1C#N)C1=CC2=C(OCO2)C=C1)C#N)SC1=CC=CC=C1 (2-amino-4-(1,3-benzodioxol-5-yl)-6-(phenyl-sulfanyl)-3,5-dicyanopyridine), C([O-])([O-])=O.[Na+].[Na+] (sodium carbonate), C1(CC1)[Mg]Br (cyclopropylmagnesium bromide), Cl (hydrochloric acid). Procedure: Under an atmosphere of argon, 2-amino-4-(1,3-benzodioxol-5-yl)-6-(phenyl-sulfanyl)-3,5-dicyanopyridine [preparation analogously to J. M. Quintela, J. L. Soto, Anales de Quimica 79, 368–372 (1983)] (100 mg, 0.27 mmol) is dissolved in absolute THF (3 ml). 1,3-Bis(diphenylphosphino)propanedichloronickel(II) (4.4 mg, 0.008 mmol) is added, the color of the solution changing to pink. On slow dropwise addition of cyclopropylmagnesium bromide (1M solution in THF; 0.644 ml, 0.644 mmol), a clear change in... Run at temperature 50 celsius, time 5 minute.